Dataset: the Open Reaction Database (ORD), a public repository of structured organic reaction records. Task: describe an organic reaction: reactants, conditions, products, and yield Starting materials: Cl (hydrochloric acid), C(C)(C)(C)OC(N[C@@H]1CC[C@H](CC1)CCN1C(CCCC1)C=1C=C2C(=CC=C2)OC1)=O (trans-{4-[2-(4-benzofuran-3-yl-piperidin-1-yl)-ethyl]-cyclohexyl}-carbamic acid tert-butyl ester), C(C)OCC (diethyl ether). Solvent: ClCCl (dichloromethane). Conditions: time 2 hour. Product: Cl.Cl.O1C=C(C=C2C1=CC=C2)C2N(CCCC2)CC[C@@H]2CC[C@H](CC2)N (trans-4-[2-(4-Benzofuran-3-yl-piperidin-1-yl)-ethyl]-cyclohexylamine dihydrochloride). Yield: 87.8%. RXN SMILES: C(OC(=O)[NH:7][C@H:8]1[CH2:13][CH2:12][C@H:11]([CH2:14][CH2:15][N:16]2[CH2:21][CH2:20][CH2:19][CH2:18][CH:17]2[C:22]2[CH:23]=[C:24]3[CH:28]=[CH:27][CH:26]=[C:25]3[O:29][CH:30]=2)[CH2:10][CH2:9]1)(C)(C)C.[ClH:32].C(OCC)C>ClCCl>[ClH:32].[ClH:32].[O:29]1[C:25]2=[CH:26][CH:27]=[CH:28][C:24]2=[CH:23][C:22]([CH:17]2[CH2:18][CH2:19][CH2:20][CH2:21][N:16]2[CH2:15][CH2:14][C@H:11]2[CH2:10][CH2:9][C@H:8]([NH2:7])[CH2:13][CH2:12]2)=[CH:30]1 |f:4.5.6|. Procedure details: To a mixture of trans-{4-[2-(4-benzofuran-3-yl-piperidin-1-yl)-ethyl]-cyclohexyl}-carbamic acid tert-butyl ester (2.3 g, 5.39 mmol) in dichloromethane (40 ml) was added at room temperature hydrochloric acid solution (4M in dioxane, 20.2 ml, 80.9 mmol) and the mixture was allowed to stir for 2 h, diethyl ether (50 ml) was added and the mixture was allowed to stir for 30 min at room temperature. The precipitate was collected by filtration, washed with diethyl ether and dried to yield the title com...